The task is: describe an organic reaction: reactants, conditions, products, and yield. This data is from the Open Reaction Database (ORD), a public repository of structured organic reaction records. Reactants: BrC(Br)(Br)Br, C1CCOC1, CCCCCC, CC(C)(CO)COCc1cccc(Oc2ccccc2)n1, c1ccc(P(c2ccccc2)c2ccccc2)cc1. The product is CC(C)(CBr)COCc1cccc(Oc2ccccc2)n1. As a reaction SMILES: [C:41]([Br:42])([Br:43])([Br:44])[Br:45].[CH2:52]1[O:53][CH2:54][CH2:55][CH2:56]1.[CH3:46][CH2:47][CH2:48][CH2:49][CH2:50][CH3:51].[OH:1][CH2:2][C:3]([CH2:4][O:5][CH2:6][c:7]1[n:8][c:9]([O:13][c:14]2[cH:15][cH:16][cH:17][cH:18][cH:19]2)[cH:10][cH:11][cH:12]1)([CH3:20])[CH3:21].[c:22]1([P:23]([c:24]2[cH:25][cH:26][cH:27][cH:28][cH:29]2)[c:30]2[cH:31][cH:32][cH:33][cH:34][cH:35]2)[cH:36][cH:37][cH:38][cH:39][cH:40]1>>[CH2:2]([C:3]([CH2:4][O:5][CH2:6][c:7]1[n:8][c:9]([O:13][c:14]2[cH:15][cH:16][cH:17][cH:18][cH:19]2)[cH:10][cH:11][cH:12]1)([CH3:20])[CH3:21])[Br:42]. Starting materials: BrC=1C=C2C(=NC1)NC(=N2)C2=CC=C(OCCCN1C(C3=CC=CC=C3C1=O)=O)C=C2 (2-{3-[4-(6-bromo-3H-imidazo[4,5-b]pyridin-2-yl)phenoxy]propyl}-1H-isoindole-1,3(2H)-dione), CN (methylamine). Solvent: C(C)O (ethanol). Yields the product BrC=1C=C2C(=NC1)NC(=N2)C2=CC=C(OCCCN)C=C2 (3-[4-(6-Bromo-3H-imidazo[4,5-b]pyridin-2-yl)phenoxy]propan-1-amine). RXN SMILES: [Br:1][C:2]1[CH:3]=[C:4]2[N:10]=[C:9]([C:11]3[CH:31]=[CH:30][C:14]([O:15][CH2:16][CH2:17][CH2:18][N:19]4C(=O)C5C(=CC=CC=5)C4=O)=[CH:13][CH:12]=3)[NH:8][C:5]2=[N:6][CH:7]=1.CN>C(O)C>[Br:1][C:2]1[CH:3]=[C:4]2[N:10]=[C:9]([C:11]3[CH:31]=[CH:30][C:14]([O:15][CH2:16][CH2:17][CH2:18][NH2:19])=[CH:13][CH:12]=3)[NH:8][C:5]2=[N:6][CH:7]=1. Procedure details: The title compound was prepared by stirring 2-{3-[4-(6-bromo-3H-imidazo[4,5-b]pyridin-2-yl)phenoxy]propyl}-1H-isoindole-1,3(2H)-dione with a large excess of methylamine in ethanol for two days and was purified by column chromatography on silica. Reactants: C=CCBr, C1CCOC1, C[Si](C)(C)[N-][Si](C)(C)C, [Li+], O=C1CC2CCCC2O1. Product: C=CCC1C(=O)OC2CCCC21. Reaction SMILES: [CH2:20]([CH:21]=[CH2:22])[Br:23].[CH2:24]1[O:25][CH2:26][CH2:27][CH2:28]1.[CH3:10][Si:11]([N-:12][Si:13]([CH3:14])([CH3:15])[CH3:16])([CH3:17])[CH3:18].[Li+:19].[O:1]1[CH:2]2[CH:3]([CH2:4][C:5]1=[O:6])[CH2:7][CH2:8][CH2:9]2>>[O:1]1[CH:2]2[CH:3]([CH:4]([CH2:22][CH:21]=[CH2:20])[C:5]1=[O:6])[CH2:7][CH2:8][CH2:9]2. Reactants: CN1CCOCC1 (N-methylmorpholine), CN(C)C(=[N+](C)C)ON1C2=C(C=CC=C2)N=N1.[B-](F)(F)(F)F (TBTU), ClC1=CC=C(N)C=C1 (4-chloro-aniline), C(C)(C)(C)OC(=O)N1C(OCC1C1=CC=C(C=C1)C(=O)O)(C)C ((RS)-4-(4-carboxy-phenyl)-2,2-dimethyl-oxazolidine-3-carboxylic acid tert-butyl ester). Run in C1CCOC1 (THF). Reaction conditions: temperature 50 celsius. Product: C(C)(C)(C)OC(=O)N1C(OCC1C1=CC=C(C=C1)C(NC1=CC=C(C=C1)Cl)=O)(C)C ((RS)-4-[4-(4-chloro-phenylcarbamoyl)-phenyl]-2,2-dimethyl-oxazolidine-3-carboxylic acid tert-butyl ester). Isolated yield 102.5%. As a reaction SMILES: [C:1]([O:5][C:6]([N:8]1[CH:12]([C:13]2[CH:18]=[CH:17][C:16]([C:19]([OH:21])=O)=[CH:15][CH:14]=2)[CH2:11][O:10][C:9]1([CH3:23])[CH3:22])=[O:7])([CH3:4])([CH3:3])[CH3:2].CN1CCOCC1.CN(C(ON1N=NC2C=CC=CC1=2)=[N+](C)C)C.[B-](F)(F)(F)F.[Cl:53][C:54]1[CH:60]=[CH:59][C:57]([NH2:58])=[CH:56][CH:55]=1>C1COCC1>[C:1]([O:5][C:6]([N:8]1[CH:12]([C:13]2[CH:18]=[CH:17][C:16]([C:19](=[O:21])[NH:58][C:57]3[CH:59]=[CH:60][C:54]([Cl:53])=[CH:55][CH:56]=3)=[CH:15][CH:14]=2)[CH2:11][O:10][C:9]1([CH3:23])[CH3:22])=[O:7])([CH3:2])([CH3:3])[CH3:4] |f:2.3|. Reported procedure: To a stirred suspension of (RS)-4-(4-carboxy-phenyl)-2,2-dimethyl-oxazolidine-3-carboxylic acid tert-butyl ester (80 mg) in THF (4 ml) were added sequentially N-methylmorpholine (0.11 ml), TBTU (160 mg) and 4-chloro-aniline (48 mg) and the mixture was heated at 50° C. for 18 h. The mixture was then concentrated in vacuo and the residue was purified by column chromatography (SiO2; gradient: heptane/EtOAc) to give (RS)-4-[4-(4-chloro-phenylcarbamoyl)-phenyl]-2,2-dimethyl-oxazolidine-3-carboxylic a... Run in C(C)(=O)OCC (ethyl acetate). Reported procedure: Benzyl 5-(3-[(1S)-2-methoxy-1-methylethoxy]-5-{[6-(methylsulfonyl)pyridin-3-yl]oxy}phenyl)-1H-pyrrole-2-carboxylate (5.08 g, 9.47 mmol) synthesized in Example (76a) was dissolved in ethyl acetate (30 mL), and a 10% palladium carbon catalyst (1.10 g) was added, followed by stirring at room temperature for 3 hours under hydrogen atmosphere. After Celite filtration, the solvent was distilled off under reduced pressure to afford the desired compound as a white solid (4.30 g, yield ˜100%). RXN SMILES: [CH3:1][O:2][CH2:3][C@H:4]([CH3:38])[O:5][C:6]1[CH:7]=[C:8]([C:23]2[NH:27][C:26]([C:28]([O:30]CC3C=CC=CC=3)=[O:29])=[CH:25][CH:24]=2)[CH:9]=[C:10]([O:12][C:13]2[CH:14]=[N:15][C:16]([S:19]([CH3:22])(=[O:21])=[O:20])=[CH:17][CH:18]=2)[CH:11]=1>C(OCC)(=O)C.[C].[Pd]>[CH3:1][O:2][CH2:3][C@H:4]([CH3:38])[O:5][C:6]1[CH:7]=[C:8]([C:23]2[NH:27][C:26]([C:28]([OH:30])=[O:29])=[CH:25][CH:24]=2)[CH:9]=[C:10]([O:12][C:13]2[CH:14]=[N:15][C:16]([S:19]([CH3:22])(=[O:21])=[O:20])=[CH:17][CH:18]=2)[CH:11]=1 |f:2.3|. Run at time 3 hour. Reagents/catalysts: [C].[Pd] (palladium carbon). The product is COC[C@@H](OC=1C=C(C=C(C1)OC=1C=NC(=CC1)S(=O)(=O)C)C1=CC=C(N1)C(=O)O)C (5-(3-[(1S)-2-Methoxy-1-methylethoxy]-5-{[6-(methylsulfonyl)pyridin-3-yl]oxy}phenyl)-1H-pyrrole-2-carboxylic acid). Yield: 101.7%. Reactants: COC[C@@H](OC=1C=C(C=C(C1)OC=1C=NC(=CC1)S(=O)(=O)C)C1=CC=C(N1)C(=O)OCC1=CC=CC=C1)C (Benzyl 5-(3-[(1S)-2-Methoxy-1-methylethoxy]-5-{[6-(methylsulfonyl)pyridin-3-yl]oxy}phenyl)-1H-pyrrole-2-carboxylate). The reactants are CO, Cl, [Li+], [OH-], O, COC(=O)c1ccc(NC(=O)Nc2ccccc2)nc1. The product is O=C(Nc1ccccc1)Nc1ccc(C(=O)O)cn1. Reaction SMILES: [CH3:25][OH:26].[ClH:24].[Li+:21].[OH-:22].[OH2:23].[c:1]1([NH:7][C:8]([NH:9][c:10]2[n:11][cH:12][c:13]([C:14](=[O:15])[O:16][CH3:17])[cH:18][cH:19]2)=[O:20])[cH:2][cH:3][cH:4][cH:5][cH:6]1>>[c:1]1([NH:7][C:8]([NH:9][c:10]2[n:11][cH:12][c:13]([C:14](=[O:15])[OH:16])[cH:18][cH:19]2)=[O:20])[cH:2][cH:3][cH:4][cH:5][cH:6]1. Reactants: CCC(=O)c1cccc(C(=O)OC)c1O, O=C(Cl)CCc1ccccc1. Yields the product CCC(=O)c1cccc(C(=O)OC)c1OC(=O)CCc1ccccc1. As a reaction SMILES: [OH:12][c:13]1[c:14]([C:15](=[O:16])[O:17][CH3:18])[cH:19][cH:20][cH:21][c:22]1[C:23]([CH2:24][CH3:25])=[O:26].[c:1]1([CH2:7][CH2:8][C:9](=[O:10])[Cl:11])[cH:2][cH:3][cH:4][cH:5][cH:6]1>>[c:1]1([CH2:7][CH2:8][C:9](=[O:10])[O:12][c:13]2[c:14]([C:15](=[O:16])[O:17][CH3:18])[cH:19][cH:20][cH:21][c:22]2[C:23]([CH2:24][CH3:25])=[O:26])[cH:2][cH:3][cH:4][cH:5][cH:6]1.